Dataset: the Open Reaction Database (ORD), a public repository of structured organic reaction records. Task: describe an organic reaction: reactants, conditions, products, and yield Reactants: Cl.BrCCCCOC1CCNCC1 (4-(4-Brom-butoxy)-piperidine hydrogen chloride), ClC(=O)OC1=CC=C(C=C1)Cl (4-chlorophenyl chloroformate), C(C)NCCO (2-ethylamino-ethanol). Product: ClC1=CC=C(C=C1)OC(=O)N1CCC(CC1)OCCCCN(CCO)CC (4-{4-[Ethyl-(2-hydroxy-ethyl)-amino]-butoxy}-piperidine-1-carboxylic acid 4-chlorophenyl ester). Reaction SMILES: Cl.Br[CH2:3][CH2:4][CH2:5][CH2:6][O:7][CH:8]1[CH2:13][CH2:12][NH:11][CH2:10][CH2:9]1.Cl[C:15]([O:17][C:18]1[CH:23]=[CH:22][C:21]([Cl:24])=[CH:20][CH:19]=1)=[O:16].[CH2:25]([NH:27][CH2:28][CH2:29][OH:30])[CH3:26]>>[Cl:24][C:21]1[CH:22]=[CH:23][C:18]([O:17][C:15]([N:11]2[CH2:12][CH2:13][CH:8]([O:7][CH2:6][CH2:5][CH2:4][CH2:3][N:27]([CH2:25][CH3:26])[CH2:28][CH2:29][OH:30])[CH2:9][CH2:10]2)=[O:16])=[CH:19][CH:20]=1 |f:0.1|. Procedure details: In analogy to example 1.4 and 1.5, reaction of 4-(4-Brom-butoxy)-piperidine hydrogen chloride with 4-chlorophenyl chloroformate and 2-ethylamino-ethanol yielded 4-{4-[Ethyl-(2-hydroxy-ethyl)-amino]-butoxy}-piperidine-1-carboxylic acid 4-chlorophenyl ester, MS: 399 (MH+).